Dataset: the Open Reaction Database (ORD), a public repository of structured organic reaction records. Task: describe an organic reaction: reactants, conditions, products, and yield Starting materials: CCc1ccc(Cc2nn(C(=O)OC(C)(C)C)c3ccccc23)cc1, C[O-], CO, [Na+], O=C(O)CC(O)(CC(=O)O)C(=O)O. The product is CCc1ccc(Cc2n[nH]c3ccccc23)cc1. RXN SMILES: [C:1]([O:2][C:3](=[O:4])[n:8]1[n:9][c:10]([CH2:17][c:18]2[cH:19][cH:20][c:21]([CH2:24][CH3:25])[cH:22][cH:23]2)[c:11]2[cH:12][cH:13][cH:14][cH:15][c:16]12)([CH3:5])([CH3:6])[CH3:7].[CH3:26][O-:27].[CH3:42][OH:43].[Na+:28].[OH:29][C:30]([CH2:31][C:32]([C:33](=[O:34])[OH:35])([CH2:36][C:37](=[O:38])[OH:39])[OH:40])=[O:41]>>[nH:8]1[n:9][c:10]([CH2:17][c:18]2[cH:19][cH:20][c:21]([CH2:24][CH3:25])[cH:22][cH:23]2)[c:11]2[cH:12][cH:13][cH:14][cH:15][c:16]12. The reactants are CCOc1cc(OC)ccc1C1=NC(C2CCCC2)C(c2ccc(Cl)cc2)N1, CCOc1cc(OC)ccc1C1=NC(CC2CCCC2)C(c2ccc(Cl)cc2)N1C(=O)N1CCN(C)CC1, O=C([O-])C(F)(F)F. Product: CCOc1cc(OC)ccc1C1=NC(C2CCCC2)C(c2ccc(Cl)cc2)N1C(=O)N1CCN(C)CC1. Reaction SMILES: [Cl:1][c:2]1[cH:3][cH:4][c:5]([CH:6]2[NH:7][C:8]([c:9]3[cH:10][cH:11][c:12]([O:13][CH3:14])[cH:15][c:16]3[O:17][CH2:18][CH3:19])=[N:20][CH:21]2[CH:22]2[CH2:23][CH2:24][CH2:25][CH2:26]2)[cH:27][cH:28]1.[Cl:36][c:37]1[cH:38][cH:39][c:40]([CH:43]2[CH:44]([CH2:68][CH:69]3[CH2:70][CH2:71][CH2:72][CH2:73]3)[N:45]=[C:46]([c:57]3[c:58]([O:65][CH2:66][CH3:67])[cH:59][c:60]([O:63][CH3:64])[cH:61][cH:62]3)[N:47]2[C:48](=[O:49])[N:50]2[CH2:51][CH2:52][N:53]([CH3:56])[CH2:54][CH2:55]2)[cH:41][cH:42]1.[O-:29][C:30]([C:31]([F:32])([F:33])[F:34])=[O:35]>>[Cl:36][c:37]1[cH:38][cH:39][c:40]([CH:43]2[CH:44]([CH:68]3[CH2:69][CH2:70][CH2:71][CH2:72]3)[N:45]=[C:46]([c:57]3[c:58]([O:65][CH2:66][CH3:67])[cH:59][c:60]([O:63][CH3:64])[cH:61][cH:62]3)[N:47]2[C:48](=[O:49])[N:50]2[CH2:51][CH2:52][N:53]([CH3:56])[CH2:54][CH2:55]2)[cH:41][cH:42]1. Reactants: BrC1=CC=C(O1)C=1C=CC(=NC1)C#N (5-(5-Bromo-furan-2-yl)pyridine-2-carbonitrile), C(#N)C1=CC=C(C=C1)B(O)O (4-cyanophenyl boronic acid), aqueous solution, C(=O)(O)[O-].[Na+] (NaHCO3). Reagents/catalysts: [Pd].C1(=CC=CC=C1)P(C1=CC=CC=C1)C1=CC=CC=C1.C1(=CC=CC=C1)P(C1=CC=CC=C1)C1=CC=CC=C1.C1(=CC=CC=C1)P(C1=CC=CC=C1)C1=CC=CC=C1.C1(=CC=CC=C1)P(C1=CC=CC=C1)C1=CC=CC=C1 (tetrakis(triphenylphosphine) palladium). Run in C1(=CC=CC=C1)C (toluene), CO (methanol). Run at temperature 80 celsius. Product: C(#N)C1=CC=C(C=C1)C1=CC=C(O1)C=1C=CC(=NC1)C#N (5-[5-(4-Cyano-phenyl)-furan-2-yl]-pyridine-2-carbonitrile). The yield is 64.0%. RXN SMILES: Br[C:2]1[O:6][C:5]([C:7]2[CH:8]=[CH:9][C:10]([C:13]#[N:14])=[N:11][CH:12]=2)=[CH:4][CH:3]=1.C([O-])(O)=O.[Na+].[C:20]([C:22]1[CH:27]=[CH:26][C:25](B(O)O)=[CH:24][CH:23]=1)#[N:21]>C1(C)C=CC=CC=1.CO.[Pd].C1(P(C2C=CC=CC=2)C2C=CC=CC=2)C=CC=CC=1.C1(P(C2C=CC=CC=2)C2C=CC=CC=2)C=CC=CC=1.C1(P(C2C=CC=CC=2)C2C=CC=CC=2)C=CC=CC=1.C1(P(C2C=CC=CC=2)C2C=CC=CC=2)C=CC=CC=1>[C:20]([C:22]1[CH:27]=[CH:26][C:25]([C:2]2[O:6][C:5]([C:7]3[CH:8]=[CH:9][C:10]([C:13]#[N:14])=[N:11][CH:12]=3)=[CH:4][CH:3]=2)=[CH:24][CH:23]=1)#[N:21] |f:1.2,6.7.8.9.10|. Procedure: Continuing with Scheme 3, to a stirred solution of 15 (1.245 g, 5 mmol), and tetrakis(triphenylphosphine) palladium (288 mg) in toluene (15 mL) under a nitrogen atmosphere was added 10 mL of a 1 M aqueous solution of NaHCO3 followed by 4-cyanophenyl boronic acid (821 mg, 4.6 mmol) in 5 mL of methanol. The vigorously stirred mixture was warmed to 80° C. for 24 h, then cooled, and the precipitate was filtered. The precipitate was partitioned between methylene chloride (300 mL) and 1 M aqueous NaHC...